From a dataset of the Open Reaction Database (ORD), a public repository of structured organic reaction records. describe an organic reaction: reactants, conditions, products, and yield Reactants: O (water), 24.64, OC1(CCC2=CC=CC=C12)C (1-hydroxy-1-methyl-2,3-dihydro-1H-indene), O.C1(=CC=C(C=C1)S(=O)(=O)O)C (p-toluenesulphonic acid monohydrate). Solvent: C1(=CC=CC=C1)C (toluene). The product is CC1=CCC2=CC=CC=C12 (3-Methyl-1H-indene). Yield: 67.0%. RXN SMILES: O[C:2]1([CH3:11])[C:10]2[C:5](=[CH:6][CH:7]=[CH:8][CH:9]=2)[CH2:4][CH2:3]1.O.C1(C)C=CC(S(O)(=O)=O)=CC=1.O>C1(C)C=CC=CC=1>[CH3:11][C:2]1[C:10]2[C:5](=[CH:6][CH:7]=[CH:8][CH:9]=2)[CH2:4][CH:3]=1 |f:1.2|. Procedure: A solution of 24.64 (0.166 mol) of 1-hydroxy-1-methyl-2,3-dihydro-1H-indene and 0.30 g of p-toluenesulphonic acid monohydrate in 300 ml of toluene was heated to reflux for 3 h with water being collected by means of a Dean Stark trap. The reaction mixture was cooled, washed with water (3×100 ml), then with saturated sodium chloride solution (100 ml), dried (K2CO3) and evaporated in vacuo to leave an orange oil. This was vacuum distilled to yield 14.57 g (67%) of the title product as a colourless ...